From a dataset of the Open Reaction Database (ORD), a public repository of structured organic reaction records. describe an organic reaction: reactants, conditions, products, and yield Reactants: C(CCCCCCC\C=C/CCCCCCCC)(=O)O (oleic acid), ice water, N1=C(F)N=C(F)N=C1F (cyanuric fluoride), N1=CC=CC=C1 (pyridine). Run in C(C)#N (acetonitrile), C(C)#N (acetonitrile). Run at time 50 minute. The product is C(CCCCCCC\C=C/CCCCCCCC)(=O)F (oleoyl fluoride). The yield is 85.0%. As a reaction SMILES: N1C(F)=NC(F)=NC=1[F:3].[C:10]([OH:29])(=O)[CH2:11][CH2:12][CH2:13][CH2:14][CH2:15][CH2:16][CH2:17]/[CH:18]=[CH:19]\[CH2:20][CH2:21][CH2:22][CH2:23][CH2:24][CH2:25][CH2:26][CH3:27].N1C=CC=CC=1>C(#N)C>[C:10]([F:3])(=[O:29])[CH2:11][CH2:12][CH2:13][CH2:14][CH2:15][CH2:16][CH2:17]/[CH:18]=[CH:19]\[CH2:20][CH2:21][CH2:22][CH2:23][CH2:24][CH2:25][CH2:26][CH3:27]. Procedure: To a solution of cyanuric fluoride (16 g, 0.12 mole in acetonitrile (125 ml) was added within 10 mins. a solution of oleic acid (80 g., 0.30 mole) and pyridine (24 g., 0.3 mole) in 125 ml. acetonitrile. The reaction mixture was stirred for 50 min and poured into ice-water, extracted with ether, and the organics dried over sodium sulfate. Removal of solvent and distillation in vacuo afforded oleoyl fluoride (85%, bp 184-186/12 torr). Starting materials: NC1=NC(=CC(=N1)C(=O)NC(C)C=1C=NC(=C(C1)Cl)OCC(F)(F)F)C (2-amino-N-(1-(5-chloro-6-(2,2,2-trifluoroethoxy)pyridin-3-yl)ethyl)-6-methylpyrimidine-4-carboxamide), C1(CCC1)C(=O)Cl (cyclobutanecarbonyl chloride). Yields the product ClC=1C=C(C=NC1OCC(F)(F)F)C(C)NC(=O)C1=NC(=NC(=C1)C)NC(=O)C1CCC1 (N-(1-(5-chloro-6-(2,2,2-trifluoroethoxy)pyridin-3-yl)ethyl)-2-(cyclobutanecarboxamido)-6-methylpyrimidine-4-carboxamide). Reaction SMILES: [NH2:1][C:2]1[N:7]=[C:6]([C:8]([NH:10][CH:11]([C:13]2[CH:14]=[N:15][C:16]([O:20][CH2:21][C:22]([F:25])([F:24])[F:23])=[C:17]([Cl:19])[CH:18]=2)[CH3:12])=[O:9])[CH:5]=[C:4]([CH3:26])[N:3]=1.[CH:27]1([C:31](Cl)=[O:32])[CH2:30][CH2:29][CH2:28]1>>[Cl:19][C:17]1[CH:18]=[C:13]([CH:11]([NH:10][C:8]([C:6]2[CH:5]=[C:4]([CH3:26])[N:3]=[C:2]([NH:1][C:31]([CH:27]3[CH2:30][CH2:29][CH2:28]3)=[O:32])[N:7]=2)=[O:9])[CH3:12])[CH:14]=[N:15][C:16]=1[O:20][CH2:21][C:22]([F:24])([F:23])[F:25]. Procedure details: The title compound is prepared from 2-amino-N-(1-(5-chloro-6-(2,2,2-trifluoroethoxy)pyridin-3-yl)ethyl)-6-methylpyrimidine-4-carboxamide (20 mg, 0.05 mmol, Step-1, single enantiomer) and cyclobutanecarbonyl chloride (27 mg, 0.26 mmol) according to the procedure similar to that described in Step-2 of Example 8. The reactants are CN(Cc1cc(Br)n(S(=O)(=O)c2cccnc2)c1)C(=O)OC(C)(C)C, Cc1ccccc1B(O)O, [Na+], [Na+], O=C([O-])[O-], c1ccc(P(c2ccccc2)(c2ccccc2)[Pd](P(c2ccccc2)(c2ccccc2)c2ccccc2)(P(c2ccccc2)(c2ccccc2)c2ccccc2)P(c2ccccc2)(c2ccccc2)c2ccccc2)cc1. Product: Cc1ccccc1-c1cc(CN(C)C(=O)OC(C)(C)C)cn1S(=O)(=O)c1cccnc1. Reaction SMILES: [Br:1][c:2]1[cH:3][c:4]([CH2:16][N:17]([C:18]([O:19][C:20]([CH3:21])([CH3:22])[CH3:23])=[O:24])[CH3:25])[cH:5][n:6]1[S:7](=[O:8])(=[O:9])[c:10]1[cH:11][n:12][cH:13][cH:14][cH:15]1.[CH3:26][c:27]1[c:28]([B:33]([OH:34])[OH:35])[cH:29][cH:30][cH:31][cH:32]1.[Na+:36].[Na+:37].[O-:38][C:39](=[O:40])[O-:41].[cH:42]1[cH:43][cH:44][c:45]([P:46]([Pd:47]([P:48]([c:49]2[cH:50][cH:51][cH:52][cH:53][cH:54]2)([c:55]2[cH:56][cH:57][cH:58][cH:59][cH:60]2)[c:61]2[cH:62][cH:63][cH:64][cH:65][cH:66]2)([P:67]([c:68]2[cH:69][cH:70][cH:71][cH:72][cH:73]2)([c:74]2[cH:75][cH:76][cH:77][cH:78][cH:79]2)[c:80]2[cH:81][cH:82][cH:83][cH:84][cH:85]2)[P:86]([c:87]2[cH:88][cH:89][cH:90][cH:91][cH:92]2)([c:93]2[cH:94][cH:95][cH:96][cH:97][cH:98]2)[c:99]2[cH:100][cH:101][cH:102][cH:103][cH:104]2)([c:105]2[cH:106][cH:107][cH:108][cH:109][cH:110]2)[c:111]2[cH:112][cH:113][cH:114][cH:115][cH:116]2)[cH:117][cH:118]1>>[c:2]1(-[c:28]2[c:27]([CH3:26])[cH:32][cH:31][cH:30][cH:29]2)[cH:3][c:4]([CH2:16][N:17]([C:18]([O:19][C:20]([CH3:21])([CH3:22])[CH3:23])=[O:24])[CH3:25])[cH:5][n:6]1[S:7](=[O:8])(=[O:9])[c:10]1[cH:11][n:12][cH:13][cH:14][cH:15]1. Starting materials: [Si](C)(C)(C(C)(C)C)OC1=CC(=C(C=O)C=C1)Cl (4-{[tert-butyl(dimethyl)silyl]oxy}-2-chlorobenzaldehyde), [BH4-].[Na+] (sodium borohydride). The solvent is CO (methanol). Run at time 3 hour. The product is [Si](C)(C)(C(C)(C)C)OC1=CC(=C(C=C1)CO)Cl ((4-{[tert-Butyl(dimethyl)silyl]oxy}-2-chlorophenyl)methanol). The yield is 94.9%. Reaction SMILES: [Si:1]([O:8][C:9]1[CH:16]=[CH:15][C:12]([CH:13]=[O:14])=[C:11]([Cl:17])[CH:10]=1)([C:4]([CH3:7])([CH3:6])[CH3:5])([CH3:3])[CH3:2].[BH4-].[Na+]>CO>[Si:1]([O:8][C:9]1[CH:16]=[CH:15][C:12]([CH2:13][OH:14])=[C:11]([Cl:17])[CH:10]=1)([C:4]([CH3:7])([CH3:6])[CH3:5])([CH3:3])[CH3:2] |f:1.2|. Reported procedure: To a stirred solution of 4-{[tert-butyl(dimethyl)silyl]oxy}-2-chlorobenzaldehyde (WO 2003051797, 1.58 g, 5.83 mmol) in methanol (5 mL) was added sodium borohydride (264 mg, 7.00 mmol) at 0° C. The mixture was stirred at room temperature for 3 h, and quenched by addition of aqueous ammonium chloride. The mixture was extracted with ethyl acetate (200 mL), and the organic layer was washed with brine, dried over sodium sulfate, and evaporated. The residue was purified by column chromatography on sil... Starting materials: O (water), [O-]C#N.[K+] (potassium cyanate), COC1=CC=C(C=N1)NC1(CCCCC1)C#N (1-(6-methoxypyridin-3-ylamino)-cyclohexanecarbonitrile), Cl (hydrochloric acid), O (water). Solvent: C(C)(=O)O (acetic acid). Run at temperature 60 celsius, time 4 hour. Yields the product COC1=CC=C(C=N1)N1C(NC(C12CCCCC2)=O)=O (1-(6-Methoxypyridin-3-yl)-1,3-diaza-spiro[4.5]decane-2,4-dione). RXN SMILES: [O-:1][C:2]#N.[K+].[CH3:5][O:6][C:7]1[N:12]=[CH:11][C:10]([NH:13][C:14]2([C:20]#[N:21])[CH2:19][CH2:18][CH2:17][CH2:16][CH2:15]2)=[CH:9][CH:8]=1.Cl.[OH2:23]>C(O)(=O)C>[CH3:5][O:6][C:7]1[N:12]=[CH:11][C:10]([N:13]2[C:14]3([CH2:19][CH2:18][CH2:17][CH2:16][CH2:15]3)[C:20](=[O:23])[NH:21][C:2]2=[O:1])=[CH:9][CH:8]=1 |f:0.1|. Reported procedure: 2.8 g (34.5 mmol, 1.6 eq.) of potassium cyanate are added at 30° C. to a solution of 5 g (21.6 mmol, 1 eq.) of 1-(6-methoxypyridin-3-ylamino)-cyclohexanecarbonitrile in 50 ml of glacial acetic acid. The reaction medium is stirred at 60° C. for 4 hours. 8 ml of hydrochloric acid and then 5 ml of water are added. The medium is heated at 90° C. for 1 hour and then at room temperature for 24 hours. It is then poured into 30 ml of water. The aqueous phase is extracted with ethyl acetate. The organic ... Starting materials: CCOC(=O)C(C)(C)CCCCCCBr, O=C([O-])[O-], CCC(C)=O, NS(=O)(=O)c1ccc(Cl)cc1, [K+], [K+]. The product is CCOC(=O)C(C)(C)CCCCCCNS(=O)(=O)c1ccc(Cl)cc1. As a reaction SMILES: [Br:12][CH2:13][CH2:14][CH2:15][CH2:16][CH2:17][CH2:18][C:19]([C:20](=[O:21])[O:22][CH2:23][CH3:24])([CH3:25])[CH3:26].[C:27](=[O:28])([O-:29])[O-:30].[CH3:33][C:34]([CH2:35][CH3:36])=[O:37].[Cl:1][c:2]1[cH:3][cH:4][c:5]([S:8](=[O:9])(=[O:10])[NH2:11])[cH:6][cH:7]1.[K+:31].[K+:32]>>[Cl:1][c:2]1[cH:3][cH:4][c:5]([S:8](=[O:9])(=[O:10])[NH:11][CH2:13][CH2:14][CH2:15][CH2:16][CH2:17][CH2:18][C:19]([C:20](=[O:21])[O:22][CH2:23][CH3:24])([CH3:25])[CH3:26])[cH:6][cH:7]1. Starting materials: ClC=1C=C(C=CC1SC=1N(C=CN1)C)NC1=C(C=NC2=CC(=C(C=C12)OC)F)C#N (4-[3-chloro-4-(1-methyl-1H-imidazol-2-ylsulfanyl)-phenylamino]-7-fluoro-6-methoxyquinoline-3-carbonitrile), CN(CCCNC)C (N, N, N′-trimethyl-1,3-propanediamine). Isolated yield 66.4%. Run in CN1C(CCC1)=O (1-methyl-2-pyrrolidinone). Product: ClC=1C=C(C=CC1SC=1N(C=CN1)C)NC1=C(C=NC2=CC(=C(C=C12)OC)N(C)CCCN(C)C)C#N (4-[3-chloro-4-(1-methyl-1H-imidazol-2-ylsulfanyl)-phenylamino]-7-{[3-(dimethyl)aminopropyl]-methylamino}-6-methoxyquinoline-3-carbonitrile). Procedure: Following the procedure used to prepare Example 27, 150 mg (0.34 mmol) of 4-[3-chloro-4-(1-methyl-1H-imidazol-2-ylsulfanyl)-phenylamino]-7-fluoro-6-methoxyquinoline-3-carbonitrile is reacted with 238 mg (2.05 mmol) of N, N, N′-trimethyl-1,3-propanediamine in 1 mL of 1-methyl-2-pyrrolidinone at 105° C. for 16 hours to yield 121 mg of 4-[3-chloro-4-(1-methyl-1H-imidazol-2-ylsulfanyl)-phenylamino]-7-{[3-(dimethyl)aminopropyl]-methylamino}-6-methoxyquinoline-3-carbonitrile as a tan solid, mp 196-201... As a reaction SMILES: [Cl:1][C:2]1[CH:3]=[C:4]([NH:15][C:16]2[C:25]3[C:20](=[CH:21][C:22](F)=[C:23]([O:26][CH3:27])[CH:24]=3)[N:19]=[CH:18][C:17]=2[C:29]#[N:30])[CH:5]=[CH:6][C:7]=1[S:8][C:9]1[N:10]([CH3:14])[CH:11]=[CH:12][N:13]=1.[CH3:31][N:32]([CH3:38])[CH2:33][CH2:34][CH2:35][NH:36][CH3:37]>CN1CCCC1=O>[Cl:1][C:2]1[CH:3]=[C:4]([NH:15][C:16]2[C:25]3[C:20](=[CH:21][C:22]([N:36]([CH2:35][CH2:34][CH2:33][N:32]([CH3:38])[CH3:31])[CH3:37])=[C:23]([O:26][CH3:27])[CH:24]=3)[N:19]=[CH:18][C:17]=2[C:29]#[N:30])[CH:5]=[CH:6][C:7]=1[S:8][C:9]1[N:10]([CH3:14])[CH:11]=[CH:12][N:13]=1. Starting materials: COC(=O)C1(CC1)C(=O)O (1-(methoxycarbonyl)cyclopropanecarboxylic acid), FC1=CC=C(N)C=C1 (4-fluoroaniline), C(CCl)Cl (EDC), C=1C=CC2=C(C1)N=NN2O (HOBt). Run in C(Cl)Cl (DCM). Conditions: time 4 hour. Yields the product FC1=CC=C(C=C1)NC(=O)C1(CC1)C(=O)O (1-(4-fluorophenylcarbamoyl)-cyclopropanecarboxylic acid). Yield: 43.0%. RXN SMILES: C[O:2][C:3]([C:5]1([C:8]([OH:10])=[O:9])[CH2:7][CH2:6]1)=O.[F:11][C:12]1[CH:18]=[CH:17][C:15]([NH2:16])=[CH:14][CH:13]=1.C(Cl)CCl.C1C=CC2N(O)N=NC=2C=1>C(Cl)Cl>[F:11][C:12]1[CH:18]=[CH:17][C:15]([NH:16][C:3]([C:5]2([C:8]([OH:10])=[O:9])[CH2:7][CH2:6]2)=[O:2])=[CH:14][CH:13]=1. Procedure details: To a mixture of 1-(methoxycarbonyl)cyclopropanecarboxylic acid (4.2 g) and 4-fluoroaniline (3.3 g) in DCM (40 ml) was added EDC (7.4 g) and HOBt (4 g), the reaction was stirred at RT for 4 hours and washed with 1N HCl, NaHCO3 solution, water, brine and dried over Na2SO4. The solution was evaporated and the residue was mixed with NaOH (3.2 g) and MeOH/H2O (60 ml/6 ml). The mixture was refluxed for 30 minutes then was evaporated. The residue was acidified with 4N HCl and the precipitate was filter... Starting materials: CC(=CCO)CCCC(C)CCCC(C)CCCC(C)C, [H][H]. Product: CC(C)CCCC(C)CCCC(C)CCCC(C)CCO. As a reaction SMILES: [CH3:1][CH:2]([CH3:3])[CH2:4][CH2:5][CH2:6][CH:7]([CH3:8])[CH2:9][CH2:10][CH2:11][CH:12]([CH3:13])[CH2:14][CH2:15][CH2:16][C:17]([CH3:18])=[CH:19][CH2:20][OH:21].[H:22][H:23]>>[CH3:1][CH:2]([CH3:3])[CH2:4][CH2:5][CH2:6][CH:7]([CH3:8])[CH2:9][CH2:10][CH2:11][CH:12]([CH3:13])[CH2:14][CH2:15][CH2:16][CH:17]([CH3:18])[CH2:19][CH2:20][OH:21]. Starting materials: CC(C)(C)OC(=O)N1Cc2ccccc2CC1C(=O)Nc1cc2[nH]cc3cn[nH]c(=O)c(c1)c32, Cl, C1COCCO1. The product is O=C(Nc1cc2[nH]cc3cn[nH]c(=O)c(c1)c32)C1Cc2ccccc2CN1. RXN SMILES: [C:1]([O:2][C:3](=[O:4])[N:8]1[CH2:9][c:10]2[cH:11][cH:12][cH:13][cH:14][c:15]2[CH2:16][CH:17]1[C:18]([NH:19][c:20]1[cH:21][c:22]2[c:23]3[c:24]([cH:25][nH:26][c:27]3[cH:28]1)[cH:29][n:30][nH:31][c:32]2=[O:33])=[O:34])([CH3:5])([CH3:6])[CH3:7].[ClH:35].[O:36]1[CH2:37][CH2:38][O:39][CH2:40][CH2:41]1>>[NH:8]1[CH2:9][c:10]2[cH:11][cH:12][cH:13][cH:14][c:15]2[CH2:16][CH:17]1[C:18]([NH:19][c:20]1[cH:21][c:22]2[c:23]3[c:24]([cH:25][nH:26][c:27]3[cH:28]1)[cH:29][n:30][nH:31][c:32]2=[O:33])=[O:34].